Dataset: the Open Reaction Database (ORD), a public repository of structured organic reaction records. Task: describe an organic reaction: reactants, conditions, products, and yield Starting materials: Cl (Hydrogen chloride), O1CCOCC1 (dioxane), FC(C(CC=1N(C=C(N1)CC(CO)(C)C)C(C1=CC=CC=C1)(C1=CC=CC=C1)C1=CC=CC=C1)(O)C1=CC=C(C=C1)C1=NC=C(C=C1)F)F (3-(2-{3,3-difluoro-2-[4-(5-fluoropyridin-2-yl)phenyl]-2-hydroxypropyl}-1-trityl-1H-imidazol-4-yl)-2,2-dimethylpropan-1-ol). Reaction SMILES: Cl.O1CCOCC1.[F:8][CH:9]([F:56])[C:10]([C:43]1[CH:48]=[CH:47][C:46]([C:49]2[CH:54]=[CH:53][C:52]([F:55])=[CH:51][N:50]=2)=[CH:45][CH:44]=1)([OH:42])[CH2:11][C:12]1[N:13](C(C2C=CC=CC=2)(C2C=CC=CC=2)C2C=CC=CC=2)[CH:14]=[C:15]([CH2:17][C:18]([CH3:22])([CH3:21])[CH2:19][OH:20])[N:16]=1>CO>[F:56][CH:9]([F:8])[C:10]([C:43]1[CH:48]=[CH:47][C:46]([C:49]2[CH:54]=[CH:53][C:52]([F:55])=[CH:51][N:50]=2)=[CH:45][CH:44]=1)([OH:42])[CH2:11][C:12]1[NH:13][CH:14]=[C:15]([CH2:17][C:18]([CH3:22])([CH3:21])[CH2:19][OH:20])[N:16]=1. The solvent is CO (methanol). Reaction conditions: temperature 70 celsius, time 1 hour. Procedure: 4M Hydrogen chloride in dioxane (1 mL, 0.25 mmol) was added to a solution of 3-(2-{3,3-difluoro-2-[4-(5-fluoropyridin-2-yl)phenyl]-2-hydroxypropyl}-1-trityl-1H-imidazol-4-yl)-2,2-dimethylpropan-1-ol (from previous step) in methanol (1 mL). After stirring at 70° C. for 1 h, volatiles were removed. The residue was basified with saturated aqueous sodium bicarbonate and extracted with ethyl acetate. Combined extracts were dried (magnesium sulfate) and concentrated Chromatography over silica eluting ... Product: FC(C(CC=1NC=C(N1)CC(CO)(C)C)(O)C1=CC=C(C=C1)C1=NC=C(C=C1)F)F (3-(2-{3,3-difluoro-2-[4-(5-fluoropyridin-2-yl)phenyl]-2-hydroxypropyl}-1H-imidazol-4-yl)-2,2-dimethylpropan-1-ol).